From a dataset of the Open Reaction Database (ORD), a public repository of structured organic reaction records. describe an organic reaction: reactants, conditions, products, and yield The reactants are C1COCCO1, Clc1nc(Cl)c2occc2n1, N#CC1CCNCC1. The product is N#CC1CCN(c2nc(Cl)nc3ccoc23)CC1. Reaction SMILES: [CH2:20]1[O:21][CH2:22][CH2:23][O:24][CH2:25]1.[Cl:1][c:2]1[n:3][c:4]([Cl:11])[c:5]2[c:6]([n:7]1)[cH:8][cH:9][o:10]2.[NH:12]1[CH2:13][CH2:14][CH:15]([C:18]#[N:19])[CH2:16][CH2:17]1>>[Cl:1][c:2]1[n:3][c:4]([N:12]2[CH2:13][CH2:14][CH:15]([C:18]#[N:19])[CH2:16][CH2:17]2)[c:5]2[c:6]([n:7]1)[cH:8][cH:9][o:10]2.